From a dataset of the Open Reaction Database (ORD), a public repository of structured organic reaction records. describe an organic reaction: reactants, conditions, products, and yield The reactants are ( e ), C(=O)C1=CC2=C(N(C(=N2)NC(C2=CC(=CC=C2)C(F)(F)F)=O)C2=CC=CC=C2)C=C1 (N-(5-Formyl-1-phenyl-1H-benzoimidazol-2-yl)-3-trifluoromethylbenzamide), CC(=O)[O-].[Na+] (NaOAc), Cl.NCCCC(=O)OCC (ethyl 4-aminobutyrate hydrochloride), [BH3-]C#N.[Na+] (NaCNBH3). Solvent: C(=O)(O)[O-].[Na+] (NaHCO3), CCOC(=O)C (EtOAc), CO (MeOH), CC(=O)O (HOAc). Conditions: time 20 hour. The product is O=C1N(CCC1)CC1=CC2=C(N(C(=N2)NC(C2=CC(=CC=C2)C(F)(F)F)=O)C2=CC=CC=C2)C=C1 (N-[5-(2-Oxo-pyrrolidin-1-ylmethyl)-1-phenyl-1H-benzoimidazol-2-yl]-3-trifluoromethylbenzamide). The yield is 57.0%. As a reaction SMILES: [CH:1]([C:3]1[CH:30]=[CH:29][C:6]2[N:7]([C:23]3[CH:28]=[CH:27][CH:26]=[CH:25][CH:24]=3)[C:8]([NH:10][C:11](=[O:22])[C:12]3[CH:17]=[CH:16][CH:15]=[C:14]([C:18]([F:21])([F:20])[F:19])[CH:13]=3)=[N:9][C:5]=2[CH:4]=1)=O.CC([O-])=O.[Na+].Cl.[NH2:37][CH2:38][CH2:39][CH2:40][C:41]([O:43]CC)=O.[BH3-]C#N.[Na+]>CC(O)=O.C([O-])(O)=O.[Na+].CCOC(C)=O.CO>[O:43]=[C:41]1[CH2:40][CH2:39][CH2:38][N:37]1[CH2:1][C:3]1[CH:30]=[CH:29][C:6]2[N:7]([C:23]3[CH:28]=[CH:27][CH:26]=[CH:25][CH:24]=3)[C:8]([NH:10][C:11](=[O:22])[C:12]3[CH:17]=[CH:16][CH:15]=[C:14]([C:18]([F:19])([F:20])[F:21])[CH:13]=3)=[N:9][C:5]=2[CH:4]=1 |f:1.2,3.4,5.6,8.9|. Reported procedure: and (e) To a suspension of 409 mg N-(5-Formyl-1-phenyl-1H-benzoimidazol-2-yl)-3-trifluoromethylbenzamide (1.00 mmol, 1.00 equiv) prepared above in Example 7 in 40 mL of 1:9 HOAc:MeOH, 0.205 g NaOAc (2.50 mmol, 2.50 equiv), and 0.84 g ethyl 4-aminobutyrate hydrochloride (5.00 mmol, 5.00 equiv) was added 0.138 g NaCNBH3 (2.00 mmol, 2.00 equiv). The pink suspension was allowed to stir 20 h, after which time the resulting brown solution was diluted with 50 mL sat. NaHCO3 and 50 mL EtOAc. The aqueous... The reactants are [OH-].[Na+] (NaOH), C(C)OC(CCCC1=C(C(=C(C=C1)Cl)CC1C(N(CC1)C1CCCCC1)=O)F)=O (4-[4-chloro-3-(1-cyclohexyl-2-oxo-pyrrolidin-3-ylmethyl)-2-fluoro-phenyl]-butyric acid ethyl ester), Cl (HCl). Run in CO (MeOH), CO (methanol). Run at time 30 minute. Yields the product ClC1=C(C(=C(C=C1)CCCC(=O)O)F)CC1C(N(CC1)C1CCCCC1)=O (4-[4-chloro-3-(1-cyclohexyl-2-oxo-pyrrolidin-3-ylmethyl)-2-fluoro-phenyl]-butyric acid). The yield is 54.1%. Reaction SMILES: [OH-].[Na+].C([O:5][C:6](=[O:31])[CH2:7][CH2:8][CH2:9][C:10]1[CH:15]=[CH:14][C:13]([Cl:16])=[C:12]([CH2:17][CH:18]2[CH2:22][CH2:21][N:20]([CH:23]3[CH2:28][CH2:27][CH2:26][CH2:25][CH2:24]3)[C:19]2=[O:29])[C:11]=1[F:30])C.Cl>CO>[Cl:16][C:13]1[CH:14]=[CH:15][C:10]([CH2:9][CH2:8][CH2:7][C:6]([OH:31])=[O:5])=[C:11]([F:30])[C:12]=1[CH2:17][CH:18]1[CH2:22][CH2:21][N:20]([CH:23]2[CH2:28][CH2:27][CH2:26][CH2:25][CH2:24]2)[C:19]1=[O:29] |f:0.1|. Procedure details: Add 5 N NaOH solution (3 mL, 3 mmol) into 4-[4-chloro-3-(1-cyclohexyl-2-oxo-pyrrolidin-3-ylmethyl)-2-fluoro-phenyl]-butyric acid ethyl ester (Preparation 79) (0.58 g, 1.4 mmol) in methanol (5 mL) at room temperature and stir for 30 minutes. Evaporate MeOH under reduced pressure and neutralize the residue by 1N HCl. Extract the mixture with ethyl acetate (10 mL) and separate the organic layer. Dry the organic layer with magnesium sulfate, filter and evaporate solvent under reduced pressure. Purif...